This data is from the Open Reaction Database (ORD), a public repository of structured organic reaction records. The task is: describe an organic reaction: reactants, conditions, products, and yield The reactants are O=C([O-])[O-], CCOC(=O)c1cc2cc(OCCCCl)cnc2[nH]1, C1CCNCC1, [I-], [K+], [K+], [K+]. Product: CCOC(=O)c1cc2cc(OCCCN3CCCCC3)cnc2[nH]1. Reaction SMILES: [C:20](=[O:21])([O-:22])[O-:23].[CH2:1]([CH3:2])[O:3][C:4](=[O:5])[c:6]1[cH:7][c:8]2[c:9]([n:10][cH:11][c:12]([O:14][CH2:15][CH2:16][CH2:17][Cl:18])[cH:13]2)[nH:19]1.[CH2:28]1[CH2:29][CH2:30][NH:31][CH2:32][CH2:33]1.[I-:27].[K+:24].[K+:25].[K+:26]>>[CH2:1]([CH3:2])[O:3][C:4](=[O:5])[c:6]1[cH:7][c:8]2[c:9]([n:10][cH:11][c:12]([O:14][CH2:15][CH2:16][CH2:17][N:31]3[CH2:30][CH2:29][CH2:28][CH2:33][CH2:32]3)[cH:13]2)[nH:19]1. Reactants: CN1CCN(c2ccc(NC=C3C(=O)NC(=O)c4ccc(Br)cc43)cc2)CC1, CN1CCN(Cc2ccc(N)cc2)CC1, CCOC(OCC)OCC, O=C1Cc2cc([N+](=O)[O-])ccc2C(=O)N1, OCCO. Product: CN1CCN(c2ccc(NC=C3C(=O)NC(=O)c4ccc([N+](=O)[O-])cc43)cc2)CC1. As a reaction SMILES: [Br:1][c:2]1[cH:3][c:4]2[c:9]([cH:10][cH:11]1)[C:8](=[O:12])[NH:7][C:6](=[O:13])[C:5]2=[CH:14][NH:15][c:16]1[cH:17][cH:18][c:19]([N:22]2[CH2:23][CH2:24][N:25]([CH3:28])[CH2:26][CH2:27]2)[cH:20][cH:21]1.[CH3:44][N:45]1[CH2:46][CH2:47][N:48]([CH2:49][c:50]2[cH:51][cH:52][c:53]([NH2:54])[cH:55][cH:56]2)[CH2:57][CH2:58]1.[CH:59]([O:60][CH2:61][CH3:62])([O:63][CH2:64][CH3:65])[O:66][CH2:67][CH3:68].[N+:29](=[O:30])([O-:31])[c:32]1[cH:33][c:34]2[c:35]([cH:36][cH:37]1)[C:38](=[O:39])[NH:40][C:41](=[O:42])[CH2:43]2.[OH:69][CH2:70][CH2:71][OH:72]>>[c:2]1([N+:29](=[O:30])[O-:31])[cH:3][c:4]2[c:9]([cH:10][cH:11]1)[C:8](=[O:12])[NH:7][C:6](=[O:13])[C:5]2=[CH:14][NH:15][c:16]1[cH:17][cH:18][c:19]([N:22]2[CH2:23][CH2:24][N:25]([CH3:28])[CH2:26][CH2:27]2)[cH:20][cH:21]1. Starting materials: N (ammonia), F[B-](F)(F)F.C[N+](=C(ON1N=NC2=C1C=CC=C2)N(C)C)C (N,N,N′,N′-Tetramethyl-O-(benzotriazol-1-yl)uronium tetrafluoroborate), C(C)(C)N(C(C)C)CC (N,N-diisopropylethylamine), C(#N)C1=CC=C(C=C1)C1NC(N(C=2CC(CC(C12)=O)C(=O)O)C1=CC(=CC=C1)C(F)(F)F)=O (4-(4-Cyanophenyl)-2,5-dioxo-1-(3-(trifluoromethyl)phenyl)-1,2,3,4,5,6,7,8-octahydroquinazoline-7-carboxylic acid). The solvent is CN(C=O)C (N,N-dimethylformamide), O (Water). Reaction conditions: time 1 hour. The product is C(#N)C1=CC=C(C=C1)C1NC(N(C=2CC(CC(C12)=O)C(=O)N)C1=CC(=CC=C1)C(F)(F)F)=O (4-(4-Cyanophenyl)-2,5-dioxo-1-(3-(trifluoromethyl)phenyl)-1,2,3,4,5,6,7,8-octahydroquinazoline-7-carboxamide). As a reaction SMILES: F[B-](F)(F)F.C[N+:7](C)=C(N(C)C)ON1C2C=CC=CC=2N=N1.C(N(CC)C(C)C)(C)C.[C:32]([C:34]1[CH:39]=[CH:38][C:37]([CH:40]2[C:49]3[C:48](=[O:50])[CH2:47][CH:46]([C:51]([OH:53])=O)[CH2:45][C:44]=3[N:43]([C:54]3[CH:59]=[CH:58][CH:57]=[C:56]([C:60]([F:63])([F:62])[F:61])[CH:55]=3)[C:42](=[O:64])[NH:41]2)=[CH:36][CH:35]=1)#[N:33].N>CN(C)C=O.O>[C:32]([C:34]1[CH:35]=[CH:36][C:37]([CH:40]2[C:49]3[C:48](=[O:50])[CH2:47][CH:46]([C:51]([NH2:7])=[O:53])[CH2:45][C:44]=3[N:43]([C:54]3[CH:59]=[CH:58][CH:57]=[C:56]([C:60]([F:63])([F:62])[F:61])[CH:55]=3)[C:42](=[O:64])[NH:41]2)=[CH:38][CH:39]=1)#[N:33] |f:0.1|. Procedure: N,N,N′,N′-Tetramethyl-O-(benzotriazol-1-yl)uronium tetrafluoroborate (50 mg, 0.16 mmol) and N,N-diisopropylethylamine (60 μL, 0.34 mmol) are added to a solution of 4-(4-cyanophenyl)-2,5-dioxo-1-(3-(trifluoromethyl)phenyl)-1,2,3,4,5,6,7,8-octahydroquina zoline-7-carboxylic acid (example 10, 70 mg, 0.154 mmol) in N,N-dimethylformamide (1.0 mL). After 10 min aqueous ammonia (35%, 0.5 mL) is added and the mixture is stirred at room temperature for 1 h. Water is added and the mixture is extracted wit... Yields the product C1(CCCC1)N1N=CC2=C1N=C(NC2=O)[C@@H]2CN(C[C@H]2C)CC2=NC=C(N=C2)C (1-cyclopentyl-6-{(3S,4S)-4-methyl-1-[(5-methylpyrazin-2-yl)methyl]pyrrolidin-3-yl}-1,5-dihydro-4H-pyrazolo[3,4-d]pyrimidin-4-one). Procedure: Following the procedure for the preparation of 1-cyclopentyl-6-[(3,4-trans)-4-methyl-1-(pyridin-3-ylmethyl)pyrrolidin-3-yl]-1,5-dihydro-4H-pyrazolo[3,4-d]pyrimidin-4-one but substituting 1-cyclopentyl-6-[(3S,4S)-4-methylpyrrolidin-3-yl]-1H-pyrazolo[3,4-d]pyrimidin-4(5H)-one and 5-methylpyrazine-2-carbaldehyde provided the title compound. 400 MHz 1H NMR (CDCl3) δ 8.53 (s, 1H), 8.53 (s, 1H), 8.01 (s, 1H), 5.16-5.05 (m, 1H), 4.02 (d, J=14.1 Hz, 1H), 3.74 (d, J=14.1 Hz, 1H), 3.45-3.41 (m, 1H), 3.38 ... The reactants are 1-cyclopentyl-6-[(3,4-trans)-4-methyl-1-(pyridin-3-ylmethyl)pyrrolidin-3-yl]-1,5-dihydro-4H-pyrazolo[3,4-d]pyrimidin-4-one, C1(CCCC1)N1N=CC2=C1N=C(NC2=O)[C@@H]2CNC[C@H]2C (1-cyclopentyl-6-[(3S,4S)-4-methylpyrrolidin-3-yl]-1H-pyrazolo[3,4-d]pyrimidin-4(5H)-one), CC=1N=CC(=NC1)C=O (5-methylpyrazine-2-carbaldehyde). As a reaction SMILES: [CH:1]1([N:6]2[C:10]3[N:11]=[C:12]([C@H:16]4[C@H:20]([CH3:21])[CH2:19][NH:18][CH2:17]4)[NH:13][C:14](=[O:15])[C:9]=3[CH:8]=[N:7]2)[CH2:5][CH2:4][CH2:3][CH2:2]1.[CH3:22][C:23]1[N:24]=[CH:25][C:26]([CH:29]=O)=[N:27][CH:28]=1>>[CH:1]1([N:6]2[C:10]3[N:11]=[C:12]([C@H:16]4[C@H:20]([CH3:21])[CH2:19][N:18]([CH2:22][C:23]5[CH:28]=[N:27][C:26]([CH3:29])=[CH:25][N:24]=5)[CH2:17]4)[NH:13][C:14](=[O:15])[C:9]=3[CH:8]=[N:7]2)[CH2:5][CH2:4][CH2:3][CH2:2]1. Starting materials: CC1CCCN1, CO, Fc1ccc(C2CCc3c(Cl)nc(Cl)nc32)cc1. Yields the product CC1CCCN1c1nc(Cl)nc2c1CCC2c1ccc(F)cc1. As a reaction SMILES: [CH3:19][CH:20]1[NH:21][CH2:22][CH2:23][CH2:24]1.[CH3:25][OH:26].[Cl:1][c:2]1[n:3][c:4]([Cl:18])[c:5]2[c:6]([n:7]1)[CH:8]([c:11]1[cH:12][cH:13][c:14]([F:17])[cH:15][cH:16]1)[CH2:9][CH2:10]2>>[Cl:1][c:2]1[n:3][c:4]([N:21]2[CH:20]([CH3:19])[CH2:24][CH2:23][CH2:22]2)[c:5]2[c:6]([n:7]1)[CH:8]([c:11]1[cH:12][cH:13][c:14]([F:17])[cH:15][cH:16]1)[CH2:9][CH2:10]2. The reactants are COc1ccc(COC(C(C)C=CC(CC(O[Si](C)(C)C(C)(C)C)C(C)C=CCOC(c2ccccc2)(c2ccccc2)c2ccccc2)O[Si](C)(C)C(C)(C)C)C(C)CCC(=O)N2C(=O)OCC2Cc2ccccc2)cc1, C1CCOC1, C[Si](C)(C)[N-][Si](C)(C)C, CI, [Na+]. Yields the product COc1ccc(COC(C(C)C=CC(CC(O[Si](C)(C)C(C)(C)C)C(C)C=CCOC(c2ccccc2)(c2ccccc2)c2ccccc2)O[Si](C)(C)C(C)(C)C)C(C)CC(C)C(=O)N2C(=O)OCC2Cc2ccccc2)cc1. As a reaction SMILES: [CH2:11]([c:12]1[cH:13][cH:14][cH:15][cH:16][cH:17]1)[CH:18]1[N:19]([C:24]([CH2:25][CH2:26][CH:27]([CH:28]([CH:29]([CH:30]=[CH:31][CH:32]([CH2:33][CH:34]([CH:35]([CH:36]=[CH:37][CH2:38][O:39][C:40]([c:41]2[cH:42][cH:43][cH:44][cH:45][cH:46]2)([c:47]2[cH:48][cH:49][cH:50][cH:51][cH:52]2)[c:53]2[cH:54][cH:55][cH:56][cH:57][cH:58]2)[CH3:59])[O:60][Si:61]([CH3:62])([CH3:63])[C:64]([CH3:65])([CH3:66])[CH3:67])[O:68][Si:69]([CH3:70])([CH3:71])[C:72]([CH3:73])([CH3:74])[CH3:75])[CH3:76])[O:77][CH2:78][c:79]2[cH:80][cH:81][c:82]([O:85][CH3:86])[cH:83][cH:84]2)[CH3:87])=[O:88])[C:20](=[O:23])[O:21][CH2:22]1.[CH2:91]1[O:92][CH2:93][CH2:94][CH2:95]1.[CH3:2][Si:3]([N-:4][Si:5]([CH3:6])([CH3:7])[CH3:8])([CH3:9])[CH3:10].[CH3:89][I:90].[Na+:1]>>[CH3:2][CH:25]([C:24]([N:19]1[CH:18]([CH2:11][c:12]2[cH:13][cH:14][cH:15][cH:16][cH:17]2)[CH2:22][O:21][C:20]1=[O:23])=[O:88])[CH2:26][CH:27]([CH:28]([CH:29]([CH:30]=[CH:31][CH:32]([CH2:33][CH:34]([CH:35]([CH:36]=[CH:37][CH2:38][O:39][C:40]([c:41]1[cH:42][cH:43][cH:44][cH:45][cH:46]1)([c:47]1[cH:48][cH:49][cH:50][cH:51][cH:52]1)[c:53]1[cH:54][cH:55][cH:56][cH:57][cH:58]1)[CH3:59])[O:60][Si:61]([CH3:62])([CH3:63])[C:64]([CH3:65])([CH3:66])[CH3:67])[O:68][Si:69]([CH3:70])([CH3:71])[C:72]([CH3:73])([CH3:74])[CH3:75])[CH3:76])[O:77][CH2:78][c:79]1[cH:80][cH:81][c:82]([O:85][CH3:86])[cH:83][cH:84]1)[CH3:87]. Starting materials: BrCC1=CC(=CC(=C1)[N+](=O)[O-])Cl (1-(bromomethyl)-3-chloro-5-nitrobenzene), C[S-].[Na+] (sodium methanthiolat), C(C)(=O)OCC (ethyl acetate). The solvent is [Cl-].[Na+].O (brine), C(C)O (ethanol). Run at time 3 hour. Product: ClC1=CC(=CC(=C1)[N+](=O)[O-])CSC (1-Chloro-3-[(methylsulfanyl)methyl]-5-nitrobenzene). Isolated yield 99.0%. RXN SMILES: Br[CH2:2][C:3]1[CH:8]=[C:7]([N+:9]([O-:11])=[O:10])[CH:6]=[C:5]([Cl:12])[CH:4]=1.[CH3:13][S-:14].[Na+].C(OCC)(=O)C>C(O)C.[Cl-].[Na+].O>[Cl:12][C:5]1[CH:6]=[C:7]([N+:9]([O-:11])=[O:10])[CH:8]=[C:3]([CH2:2][S:14][CH3:13])[CH:4]=1 |f:1.2,5.6.7|. Procedure details: A solution of 1-(bromomethyl)-3-chloro-5-nitrobenzene (10.0 g) in ethanol (200 mL) was treated at −20° C. with portions of sodium methanthiolat (3.32 g) and stirred for 3 hours at room temperature. The reaction mixture was treated with brine (100 mL) extrakted with ethyl acetate (300 mL), washed with water (2×100 mL) and, dried with sodium sulfate and evaporated to dryness. One obtained the title compound (8.6 g) which was used without further purification. The reactants are O=C(NC1C2CC3CC1CC(O)(C3)C2)C1CC(F)(F)CN1C(=O)OCc1ccccc1, CCO. Product: O=C(NC1C2CC3CC1CC(O)(C3)C2)C1CC(F)(F)CN1. Reaction SMILES: [CH2:1]([O:2][C:3](=[O:4])[N:11]1[CH:12]([C:18]([NH:19][CH:20]2[CH:21]3[CH2:22][CH:23]4[CH2:24][C:25]([OH:30])([CH2:26][CH:27]2[CH2:28]4)[CH2:29]3)=[O:31])[CH2:13][C:14]([F:16])([F:17])[CH2:15]1)[c:5]1[cH:6][cH:7][cH:8][cH:9][cH:10]1.[CH3:32][CH2:33][OH:34]>>[NH:11]1[CH:12]([C:18]([NH:19][CH:20]2[CH:21]3[CH2:22][CH:23]4[CH2:24][C:25]([OH:30])([CH2:26][CH:27]2[CH2:28]4)[CH2:29]3)=[O:31])[CH2:13][C:14]([F:16])([F:17])[CH2:15]1. Starting materials: BrC1=C(CN2C(O[C@@H]([C@@H]2C)C2=CC=CC=C2)=O)C=CC=C1 ((4S,5R)-3-(2-bromo-benzyl)-4-methyl-5-phenyl-oxazolidin-2-one), COC(CC1=CC(=C(C=C1)OC)B1OC(C(O1)(C)C)(C)C)=O ([4-methoxy-3-(4,4,5,5-tetramethyl-[1,3,2]dioxaborolan-2-yl)-phenyl]-acetic acid methyl ester). Yields the product COC(CC=1C=C(C(=CC1)OC)C1=C(C=CC=C1)CN1C(O[C@@H]([C@@H]1C)C1=CC=CC=C1)=O)=O ([6-Methoxy-2′-((4S,5R)-4-methyl-2-oxo-5-phenyl-oxazolidin-3-ylmethyl)-biphenyl-3-yl]-acetic acid methyl ester). Reaction SMILES: Br[C:2]1[CH:21]=[CH:20][CH:19]=[CH:18][C:3]=1[CH2:4][N:5]1[C@@H:9]([CH3:10])[C@@H:8]([C:11]2[CH:16]=[CH:15][CH:14]=[CH:13][CH:12]=2)[O:7][C:6]1=[O:17].[CH3:22][O:23][C:24](=[O:43])[CH2:25][C:26]1[CH:31]=[CH:30][C:29]([O:32][CH3:33])=[C:28](B2OC(C)(C)C(C)(C)O2)[CH:27]=1>>[CH3:22][O:23][C:24](=[O:43])[CH2:25][C:26]1[CH:27]=[C:28]([C:2]2[CH:21]=[CH:20][CH:19]=[CH:18][C:3]=2[CH2:4][N:5]2[C@@H:9]([CH3:10])[C@@H:8]([C:11]3[CH:16]=[CH:15][CH:14]=[CH:13][CH:12]=3)[O:7][C:6]2=[O:17])[C:29]([O:32][CH3:33])=[CH:30][CH:31]=1. Reported procedure: Prepared according to the procedure described in Example 1, Step 4, using the following starting materials: (4S,5R)-3-(2-bromo-benzyl)-4-methyl-5-phenyl-oxazolidin-2-one and [4-methoxy-3-(4,4,5,5-tetramethyl-[1,3,2]dioxaborolan-2-yl)-phenyl]-acetic acid methyl ester. Reactants: CCO, ClCCl, [Cs+], [F-], C[Si](C)(C)c1cc(-c2nc(NC(=O)c3c(F)cccc3F)sc2-c2cccc(C(F)(F)F)c2)no1. Yields the product O=C(Nc1nc(-c2ccon2)c(-c2cccc(C(F)(F)F)c2)s1)c1c(F)cccc1F. As a reaction SMILES: [CH3:38][CH2:39][OH:40].[Cl:41][CH2:42][Cl:43].[Cs+:37].[F-:36].[F:1][c:2]1[c:3]([C:4](=[O:5])[NH:6][c:7]2[s:8][c:9](-[c:21]3[cH:22][c:23]([C:27]([F:28])([F:29])[F:30])[cH:24][cH:25][cH:26]3)[c:10](-[c:12]3[n:13][o:14][c:15]([Si:17]([CH3:18])([CH3:19])[CH3:20])[cH:16]3)[n:11]2)[c:31]([F:35])[cH:32][cH:33][cH:34]1>>[F:1][c:2]1[c:3]([C:4](=[O:5])[NH:6][c:7]2[s:8][c:9](-[c:21]3[cH:22][c:23]([C:27]([F:28])([F:29])[F:30])[cH:24][cH:25][cH:26]3)[c:10](-[c:12]3[n:13][o:14][cH:15][cH:16]3)[n:11]2)[c:31]([F:35])[cH:32][cH:33][cH:34]1.